From a dataset of the Open Reaction Database (ORD), a public repository of structured organic reaction records. describe an organic reaction: reactants, conditions, products, and yield Starting materials: CN (monomethylamine), CN1N=C(C(=C1)C(=O)Cl)[N+](=O)[O-] (1-methyl-3-nitro-4-pyrazolecarbonyl chloride). Solvent: O (water). The product is CNC(=O)C=1C(=NN(C1)C)[N+](=O)[O-] (N,1-dimethyl-3-nitro-4-pyrazolecarboxamide). Reaction SMILES: [CH3:1][NH2:2].[CH3:3][N:4]1[CH:8]=[C:7]([C:9](Cl)=[O:10])[C:6]([N+:12]([O-:14])=[O:13])=[N:5]1>O>[CH3:1][NH:2][C:9]([C:7]1[C:6]([N+:12]([O-:14])=[O:13])=[N:5][N:4]([CH3:3])[CH:8]=1)=[O:10]. Procedure: Fifty ml. of water was cooled in an ice bath and saturated with monomethylamine. To the solution was added 2 gm. of 1-methyl-3-nitro-4-pyrazolecarbonyl chloride in portions, and the mixture was heated until the solid dissolved. Upon cooling a solid precipitated which was recrystallized from water and identified as 1.3 gm. of N,1-dimethyl-3-nitro-4-pyrazolecarboxamide, m.p. 163°-165° C. The reactants are C(CC(O)(C(=O)O)CC(=O)O)(=O)O (citric acid), solution, C[Si](C)(C)[N-][Si](C)(C)C.[Li+] (lithium bis(trimethylsilyl)amide), C(C1=CC=CC=C1)OC1=CC=C(CI)C=C1 (p-benzyloxybenzyl iodide), C(=O)(OC(C)(C)C)N[C@@H](CC1=CC=C(C=C1)OCC1=CC=CC=C1)[C@@H]1CCC(O1)=O (5(S)-[1(S)-(Boc-amino)-2-(p-benzyloxyphenyl)ethyl]dihydrofuran-2-(3H)-one), C(CC)(=O)O (propionic acid). The solvent is C1CCOC1 (THF), CN1C(N(CCC1)C)=O (1,3-dimethyl-3,4,5,6-tetrahydro-2(1H)-pyrimidinone), C1CCOC1 (THF), C1CCOC1 (THF), O (water). Reaction conditions: temperature 0 celsius, time 15 minute. Yields the product C(=O)(OC(C)(C)C)N[C@@H](CC1=CC=C(C=C1)OCC1=CC=CC=C1)[C@@H]1C[C@H](C(O1)=O)CC1=CC=C(C=C1)OCC1=CC=CC=C1 (5(S)-[1(S)-(Boc-Amino)-2-(p-benzyloxyphenyl)ethyl]-3(R)-[(p-benzyloxyphenyl)methyl]dihydrofuran-2-(3H)-one). As a reaction SMILES: [C:1]([NH:8][C@H:9]([C@H:25]1[O:29][C:28](=[O:30])[CH2:27][CH2:26]1)[CH2:10][C:11]1[CH:16]=[CH:15][C:14]([O:17][CH2:18][C:19]2[CH:24]=[CH:23][CH:22]=[CH:21][CH:20]=2)=[CH:13][CH:12]=1)([O:3][C:4]([CH3:7])([CH3:6])[CH3:5])=[O:2].C[Si]([N-][Si](C)(C)C)(C)C.[Li+].[CH2:41]([O:48][C:49]1[CH:56]=[CH:55][C:52]([CH2:53]I)=[CH:51][CH:50]=1)[C:42]1[CH:47]=[CH:46][CH:45]=[CH:44][CH:43]=1.C(O)(=O)CC.C(O)(=O)CC(CC(O)=O)(C(O)=O)O>C1COCC1.O.CN1CCCN(C)C1=O>[C:1]([NH:8][C@H:9]([C@H:25]1[O:29][C:28](=[O:30])[C@H:27]([CH2:53][C:52]2[CH:55]=[CH:56][C:49]([O:48][CH2:41][C:42]3[CH:47]=[CH:46][CH:45]=[CH:44][CH:43]=3)=[CH:50][CH:51]=2)[CH2:26]1)[CH2:10][C:11]1[CH:16]=[CH:15][C:14]([O:17][CH2:18][C:19]2[CH:20]=[CH:21][CH:22]=[CH:23][CH:24]=2)=[CH:13][CH:12]=1)([O:3][C:4]([CH3:6])([CH3:7])[CH3:5])=[O:2] |f:1.2|. Procedure details: 2.47 g (6.0 mmol) of 5(S)-[1(S)-(Boc-amino)-2-(p-benzyloxyphenyl)ethyl]dihydrofuran-2-(3H)-one dissolved in 12 ml of THF and 1.2 ml of 1,3-dimethyl-3,4,5,6-tetrahydro-2(1H)-pyrimidinone are treated, at -70° C. and under a protective gas, with 11.73 ml of a 1M solution of lithium bis(trimethylsilyl)amide in THF, and this mixture is stirred for 15 min; it is then alkylated with 1.946 g (6.0 mmol) of p-benzyloxybenzyl iodide (Example 1d)) in 3 ml of THF (60 min). For hydrolysing, 2.23 ml of propion... The reactants are C(CCCC)(=O)Cl (valeryl chloride), C[Si](C)(C)C#C[Si](C)(C)C (bis-trimethylsilylacetylene), [Cl-].[Al+3].[Cl-].[Cl-] (aluminum chloride). The solvent is C(Cl)Cl (methylene chloride). Conditions: time 20 minute. Product: C[Si](C)(C)C#CC(=O)CCCC (n-butyl trimethylsilylethynyl ketone). As a reaction SMILES: [C:1](Cl)(=[O:6])[CH2:2][CH2:3][CH2:4][CH3:5].[CH3:8][Si:9]([C:12]#[C:13][Si](C)(C)C)([CH3:11])[CH3:10].[Cl-].[Al+3].[Cl-].[Cl-]>C(Cl)Cl>[CH3:8][Si:9]([C:12]#[C:13][C:1]([CH2:2][CH2:3][CH2:4][CH3:5])=[O:6])([CH3:11])[CH3:10] |f:2.3.4.5|. Reported procedure: To a stirred solution of 14.4 g. of valeryl chloride and 20.4 g. of bis-trimethylsilylacetylene in 300 ml. of dry methylene chloride, cooled in an ice bath, is added powdered anhydrous aluminum chloride, portionwise, over a period of 20 minutes. The mixture is stirred for 5 minutes, then the cooling bath is removed and the mixture is stirred at room temperature for 4 l hours. The mixture is poured into 500 ml. of ice-water. The organic layer is separated, washed with water and brine, dried over ...